This data is from the Open Reaction Database (ORD), a public repository of structured organic reaction records. The task is: describe an organic reaction: reactants, conditions, products, and yield Reactants: [Al+3], CCCCC1(CCCC)CCc2c(O)cccc2C1=O, CCOCC, Cl, [H-], [H-], [H-], [H-], [Li+]. Product: CCCCC1(CCCC)CCc2c(O)cccc2C1O. RXN SMILES: [Al+3:22].[CH2:1]([CH2:2][CH2:3][CH3:4])[C:5]1([CH2:17][CH2:18][CH2:19][CH3:20])[C:6](=[O:16])[c:7]2[cH:8][cH:9][cH:10][c:11]([OH:15])[c:12]2[CH2:13][CH2:14]1.[CH3:28][CH2:29][O:30][CH2:31][CH3:32].[ClH:27].[H-:21].[H-:24].[H-:25].[H-:26].[Li+:23]>>[CH2:1]([CH2:2][CH2:3][CH3:4])[C:5]1([CH2:17][CH2:18][CH2:19][CH3:20])[CH:6]([OH:16])[c:7]2[cH:8][cH:9][cH:10][c:11]([OH:15])[c:12]2[CH2:13][CH2:14]1. Reactants: S1C(=CC=C1)NCC(=O)O (2-thienylglycine), COC1=CC=C(COC(=O)N=[N+]=[N-])C=C1 ((p-methoxybenzyloxycarbonyl)azide), O1CCOCC1 (dioxane), [O-2].[Mg+2] (magnesium oxide), O (water). Run at time 0.5 hour. Procedure: 1.9 g. (12.5 mmol.) of DL-2-thienylglycine and 1 g. of magnesium oxide are suspended in 50 mmol. of water. After stirring for 1/2 hour, 3 g. (15 mmol.) of (p-methoxybenzyloxycarbonyl)azide in 25 ml. of dioxane are added. After stirring for 48 hours at room temperature, the mixture is filtered. The filtrate is extracted with 200 ml. of ether. The aqueous phase is layered over with an equal volume of ethyl acetate and vigorously stirred with 20 g. of ion exchange resin (Dowex 50, acid form) for 2 ... RXN SMILES: [S:1]1[CH:5]=[CH:4][CH:3]=[C:2]1NCC(O)=O.[O-2:11].[Mg+2].O.[CH3:14][O:15][C:16]1[CH:28]=[CH:27][C:19]([CH2:20][O:21][C:22]([N:24]=[N+]=[N-])=[O:23])=[CH:18][CH:17]=1.[O:29]1[CH2:34][CH2:33]OCC1>>[CH3:14][O:15][C:16]1[CH:28]=[CH:27][C:19]([CH2:20][O:21][C:22]([NH:24][CH:33]([C:2]2[S:1][CH:5]=[CH:4][CH:3]=2)[C:34]([OH:29])=[O:11])=[O:23])=[CH:18][CH:17]=1 |f:1.2|. Yields the product COC1=CC=C(C=C1)COC(=O)NC(C(=O)O)C=1SC=CC1 (α-[[[(4-methoxyphenyl)methoxy]carbonyl]amino]-2-thiopheneacetic acid). Starting materials: BrC1=C(C=O)C=CC=C1 (2-bromobenzaldehyde), C(CO)O (ethylene glycol), C1(=CC=C(C=C1)S(=O)(=O)O)C.O (p-toluenesulfonic acid·H2O), C1(=CC=CC=C1)C (toluene). Yields the product BrC1=C(C=CC=C1)C1OCCO1 (2-(2-Bromophenyl)-1,3-dioxolane). As a reaction SMILES: [Br:1][C:2]1[CH:9]=[CH:8][CH:7]=[CH:6][C:3]=1[CH:4]=[O:5].[CH2:10](O)[CH2:11][OH:12].C1(C)C=CC(S(O)(=O)=O)=CC=1.O.C1(C)C=CC=CC=1>>[Br:1][C:2]1[CH:9]=[CH:8][CH:7]=[CH:6][C:3]=1[CH:4]1[O:12][CH2:11][CH2:10][O:5]1 |f:2.3|. Procedure: A 12 L 3-necked flask fitted with an overhead stirrer was charged with 2-bromobenzaldehyde (800 g, 4.324 moles), ethylene glycol (402.6 g, 6.485 moles), p-toluenesulfonic acid·H2O (3.95 g, 0.021 moles) and toluene (3.785 kg, 41.074 moles). Reactants: C(C)OC(=O)C=1N=CC=2NC3=CC=CC(=C3C2C1)CO (5-Hydroxymethyl-beta-carboline-3-carboxylic acid ethyl ester). The reagents and catalysts are [O-2].[O-2].[Mn+4] (manganese dioxide), [O-2].[O-2].[Mn+4] (manganese dioxide). Solvent: ClCCl (dichloromethane). Run at time 16 hour. The product is C(C)OC(=O)C=1N=CC=2NC3=CC=CC(=C3C2C1)C=O (5-formyl-beta-carboline-3-carboxylic acid ethyl ester). The yield is 50.4%. RXN SMILES: [CH2:1]([O:3][C:4]([C:6]1[N:7]=[CH:8][C:9]2[NH:10][C:11]3[C:16]([C:17]=2[CH:18]=1)=[C:15]([CH2:19][OH:20])[CH:14]=[CH:13][CH:12]=3)=[O:5])[CH3:2]>ClCCl.[O-2].[O-2].[Mn+4]>[CH2:1]([O:3][C:4]([C:6]1[N:7]=[CH:8][C:9]2[NH:10][C:11]3[C:16]([C:17]=2[CH:18]=1)=[C:15]([CH:19]=[O:20])[CH:14]=[CH:13][CH:12]=3)=[O:5])[CH3:2] |f:2.3.4|. Reported procedure: 5-Hydroxymethyl-beta-carboline-3-carboxylic acid ethyl ester (1.0 g) is stirred in dichloromethane (250 ml) with manganese dioxide (1.5 g) for 16 hours at room temperature (25° C.). After addition of more manganese dioxide (0.75 g) the reaction mixture is stirred for another 16 hours. Then after filtering of the undissolved portion it is evaporated, the residue is recrystallized twice from ethyl acetate. Thus, 0.5 g of 5-formyl-beta-carboline-3-carboxylic acid ethyl ester with a melting point of... Reactants: CCC1CC2C3CCC4=CC(=O)CCC4C3CCC2(C)C1OC(=O)CO, CN(C)c1ccccc1, CCCC(C)C(=O)Cl, CCOC(C)=O, ClCCl. Product: CCCC(C)C(=O)OCC(=O)OC1C(CC)CC2C3CCC4=CC(=O)CCC4C3CCC21C. RXN SMILES: [CH2:1]([CH3:2])[CH:3]1[CH:4]([O:22][C:23]([CH2:24][OH:25])=[O:26])[C:5]2([CH3:6])[CH:7]([CH2:8]1)[CH:9]1[CH2:10][CH2:11][C:12]3=[CH:13][C:14](=[O:21])[CH2:15][CH2:16][CH:17]3[CH:18]1[CH2:19][CH2:20]2.[CH3:27][N:28]([c:29]1[cH:30][cH:31][cH:32][cH:33][cH:34]1)[CH3:35].[CH3:36][CH:37]([C:38](=[O:39])[Cl:40])[CH2:41][CH2:42][CH3:43].[CH3:47][CH2:48][O:49][C:50](=[O:51])[CH3:52].[Cl:44][CH2:45][Cl:46]>>[CH2:1]([CH3:2])[CH:3]1[CH:4]([O:22][C:23]([CH2:24][O:25][C:38]([CH:37]([CH3:36])[CH2:41][CH2:42][CH3:43])=[O:39])=[O:26])[C:5]2([CH3:6])[CH:7]([CH2:8]1)[CH:9]1[CH2:10][CH2:11][C:12]3=[CH:13][C:14](=[O:21])[CH2:15][CH2:16][CH:17]3[CH:18]1[CH2:19][CH2:20]2.